Dataset: the Open Reaction Database (ORD), a public repository of structured organic reaction records. Task: describe an organic reaction: reactants, conditions, products, and yield The reactants are isomeric mixture, C(CCC)[Li] (n-butyl lithium), BrC=1C=CC2=C(C(C3=C(CC2)C=CC=C3)=CCCN(C)C)C1 (3-(3-bromo-10,11-dihydrodibenzo[a,d]cyclohepten-5-ylidene)-N,N-dimethylpropylamine), CS(=O)C (DMSO), O1CCCC1 (tetrahydrofuran), CS(=O)C (DMSO). Reaction conditions: temperature -70 celsius, time 10 minute. Yields the product CN(CC\C=C/1\C2=C(CCC3=C1C=C(C=C3)C(=O)O)C=CC=C2)C ((Z)-5-(3-(Dimethylamino)propylidene)-10,11-dihydro-5H-dibenzo[a,d]cyclohepten-3-carboxylic acid). RXN SMILES: C([Li])CCC.Br[C:7]1[CH:8]=[CH:9][C:10]2[CH2:16][CH2:15][C:14]3[CH:17]=[CH:18][CH:19]=[CH:20][C:13]=3[C:12](=[CH:21][CH2:22][CH2:23][N:24]([CH3:26])[CH3:25])[C:11]=2[CH:27]=1.[O:28]1[CH2:32]CCC1.CS(C)=[O:35]>>[CH3:26][N:24]([CH3:25])[CH2:23][CH2:22]/[CH:21]=[C:12]1/[C:13]2[CH:20]=[CH:19][CH:18]=[CH:17][C:14]=2[CH2:15][CH2:16][C:10]2[CH:9]=[CH:8][C:7]([C:32]([OH:28])=[O:35])=[CH:27][C:11]/1=2. Procedure details: A solution of n-butyl lithium (6 mmole) was added dropwise to an E/Z (1:1) isomeric mixture of 3-(3-bromo-10,11-dihydrodibenzo[a,d]cyclohepten-5-ylidene)-N,N-dimethylpropylamine (1.98 g., 5.6 mmole) in 100 ml. dry tetrahydrofuran at -70° C. under a nitrogen atmosphere. After the yellowish orange solution was stirred at -70° C. for an additional 10 minutes, gaseous carbon dioxide was bubbled through the reaction medium for 30 min. to give a pale yellow solution. The reaction mixture was allowed t... Starting materials: Nc1ccc2nc(NC3CCc4ccccc43)ccc2c1, O=C(Cl)c1ccc(F)cc1. The product is O=C(Nc1ccc2nc(NC3CCc4ccccc43)ccc2c1)c1ccc(F)cc1. As a reaction SMILES: [CH:1]1([NH:10][c:11]2[n:12][c:13]3[cH:14][cH:15][c:16]([NH2:21])[cH:17][c:18]3[cH:19][cH:20]2)[CH2:2][CH2:3][c:4]2[cH:5][cH:6][cH:7][cH:8][c:9]21.[F:22][c:23]1[cH:24][cH:25][c:26]([C:27](=[O:28])[Cl:29])[cH:30][cH:31]1>>[CH:1]1([NH:10][c:11]2[n:12][c:13]3[cH:14][cH:15][c:16]([NH:21][C:27]([c:26]4[cH:25][cH:24][c:23]([F:22])[cH:31][cH:30]4)=[O:28])[cH:17][c:18]3[cH:19][cH:20]2)[CH2:2][CH2:3][c:4]2[cH:5][cH:6][cH:7][cH:8][c:9]21. Starting materials: N(=NC(=O)OC(C)C)C(=O)OC(C)C (diisopropyl azodicarboxylate), FC=1C(=C(C(=CC1O[C@@H]1COCC1)C)C1=CC(=CC=C1)CO)C ((S)-(3′-fluoro-2′,6′-dimethyl-4′-((tetrahydrofuran-3-yl)oxy)biphenyl-3-yl)methanol), OC1=CC2=C([C@@H](CO2)CC(=O)OC)C=C1 (methyl (S)-2-(6-hydroxyl-2,3-dihydrobenzofuran-3-yl)acetate), C1(=CC=CC=C1)P(C1=CC=CC=C1)C1=CC=CC=C1 (triphenylphosphine). Solvent: ClCCl (dichloromethane). Conditions: time 2 hour. The product is FC=1C(=C(C(=CC1O[C@@H]1COCC1)C)C1=CC(=CC=C1)COC1=CC2=C([C@@H](CO2)CC(=O)OC)C=C1)C (methyl 2-((S)-6-((3′-fluoro-2′,6′-dimethyl-4′-(((S)-tetrahydrofuran-3-yl)oxy)biphenyl-3-yl)methoxy)-2,3-dihydrobenzofuran-3-yl)acetate). Yield: 72.2%. As a reaction SMILES: [F:1][C:2]1[C:3]([CH3:23])=[C:4]([C:15]2[CH:20]=[CH:19][CH:18]=[C:17]([CH2:21][OH:22])[CH:16]=2)[C:5]([CH3:14])=[CH:6][C:7]=1[O:8][C@H:9]1[CH2:13][CH2:12][O:11][CH2:10]1.O[C:25]1[CH:38]=[CH:37][C:28]2[C@H:29]([CH2:32][C:33]([O:35][CH3:36])=[O:34])[CH2:30][O:31][C:27]=2[CH:26]=1.C1(P(C2C=CC=CC=2)C2C=CC=CC=2)C=CC=CC=1.N(C(OC(C)C)=O)=NC(OC(C)C)=O>ClCCl>[F:1][C:2]1[C:3]([CH3:23])=[C:4]([C:15]2[CH:20]=[CH:19][CH:18]=[C:17]([CH2:21][O:22][C:25]3[CH:38]=[CH:37][C:28]4[C@H:29]([CH2:32][C:33]([O:35][CH3:36])=[O:34])[CH2:30][O:31][C:27]=4[CH:26]=3)[CH:16]=2)[C:5]([CH3:14])=[CH:6][C:7]=1[O:8][C@H:9]1[CH2:13][CH2:12][O:11][CH2:10]1. Procedure details: (S)-(3′-Fluoro-2′,6′-dimethyl-4′-((tetrahydrofuran-3-yl)oxy)biphenyl-3-yl)methanol 19c (130 mg, 0.41 mmol), methyl (S)-2-(6-hydroxyl-2,3-dihydrobenzofuran-3-yl)acetate (85 mg, 0.41 mmol) and triphenylphosphine (161 mg, 0.62 mmol) were dissolved in 10 mL of dichloromethane, followed by addition of diisopropyl azodicarboxylate (125 mg, 0.62 mmol). The reaction solution was stirred for 2 hours. The resulting solution was concentrated under reduced pressure and the residue was purified by silica gel... Reactants: ClC1=C(C=CC(=C1)F)C(=O)N1CC=2N(CC3=C1C=CC=C3)C=CC2 ((2-chloro-4-fluorophenyl)-(5H,11H-pyrrolo[2,1-c][1,4]benzodiazepin-10-yl)-methanone), CC=1N=CNC1 (4-methylimidazole), [H-].[Na+] (sodium hydride), CCCCCC (hexane). The solvent is CN(C=O)C (dimethylformamide). The product is ClC1=C(C=CC(=C1)N1C=NC(=C1)C)C(=O)N1CC=2N(CC3=C1C=CC=C3)C=CC2 ([2-Chloro-4-(4-methyl-imidazol-1-yl)-phenyl]-(5H,11H-pyrrolo[2,1-c][1,4]benzodiazepin-10-yl)-methanone). Yield: 32.1%. Reaction SMILES: [Cl:1][C:2]1[CH:7]=[C:6](F)[CH:5]=[CH:4][C:3]=1[C:9]([N:11]1[C:17]2[CH:18]=[CH:19][CH:20]=[CH:21][C:16]=2[CH2:15][N:14]2[CH:22]=[CH:23][CH:24]=[C:13]2[CH2:12]1)=[O:10].[H-].[Na+].CCCCCC.[CH3:33][C:34]1[N:35]=[CH:36][NH:37][CH:38]=1>CN(C)C=O>[Cl:1][C:2]1[CH:7]=[C:6]([N:37]2[CH:38]=[C:34]([CH3:33])[N:35]=[CH:36]2)[CH:5]=[CH:4][C:3]=1[C:9]([N:11]1[C:17]2[CH:18]=[CH:19][CH:20]=[CH:21][C:16]=2[CH2:15][N:14]2[CH:22]=[CH:23][CH:24]=[C:13]2[CH2:12]1)=[O:10] |f:1.2|. Procedure details: In the manner of Example 9's Method 1, employing (2-chloro-4-fluorophenyl)-(5H,11H-pyrrolo[2,1-c][1,4]benzodiazepin-10-yl)-methanone (1.0 g), 60% sodium hydride in oil (0.3 g, degreased with hexane), 4-methylimidazole (0.48 g), and dimethylformamide (25 ml), the title compound (0.38 g) was obtained as an amorphous solid, MS, m/z: 403.3 (M+H)+. Starting materials: COc1cc2cc(C(=O)Nc3cc(NC(=O)OCc4ccccc4)c4ccccc4c3CCO)[nH]c2c(OC)c1OC, C1CCOC1. Yields the product COc1cc2cc(C(=O)Nc3cc(N)c4ccccc4c3CCO)[nH]c2c(OC)c1OC. Reaction SMILES: [CH2:1]([O:2][C:3](=[O:4])[NH:11][c:12]1[cH:13][c:14]([NH:25][C:26](=[O:27])[c:28]2[nH:29][c:30]3[c:31]([O:41][CH3:42])[c:32]([O:39][CH3:40])[c:33]([O:37][CH3:38])[cH:34][c:35]3[cH:36]2)[c:15]([CH2:22][CH2:23][OH:24])[c:16]2[cH:17][cH:18][cH:19][cH:20][c:21]12)[c:5]1[cH:6][cH:7][cH:8][cH:9][cH:10]1.[CH2:43]1[O:44][CH2:45][CH2:46][CH2:47]1>>[NH2:11][c:12]1[cH:13][c:14]([NH:25][C:26](=[O:27])[c:28]2[nH:29][c:30]3[c:31]([O:41][CH3:42])[c:32]([O:39][CH3:40])[c:33]([O:37][CH3:38])[cH:34][c:35]3[cH:36]2)[c:15]([CH2:22][CH2:23][OH:24])[c:16]2[cH:17][cH:18][cH:19][cH:20][c:21]12. Starting materials: C(=O)[C@H]1[C@H](CC(N1C)=O)C1=CC=CC=C1 ((±)-(4R*,5R*)-5-formyl-1-methyl-4-phenylpyrrolidin-2-one), BrC=1SC(=CC1)C1=CC=CC=C1 (2-bromo-5-phenylthiophene). Product: O[C@@H]([C@H]1[C@H](CC(N1C)=O)C1=CC=CC=C1)C=1SC(=CC1)C1=CC=CC=C1 ((4R,5R)-5-[(1S)-Hydroxy(5-phenyl(2-thienyl))methyl]-1-methyl-4-phenyl-pyrrolidin-2-one). As a reaction SMILES: [CH:1]([C@@H:3]1[N:7]([CH3:8])[C:6](=[O:9])[CH2:5][C@@H:4]1[C:10]1[CH:15]=[CH:14][CH:13]=[CH:12][CH:11]=1)=[O:2].Br[C:17]1[S:18][C:19]([C:22]2[CH:27]=[CH:26][CH:25]=[CH:24][CH:23]=2)=[CH:20][CH:21]=1>>[OH:2][C@H:1]([C:17]1[S:18][C:19]([C:22]2[CH:23]=[CH:24][CH:25]=[CH:26][CH:27]=2)=[CH:20][CH:21]=1)[C@@H:3]1[N:7]([CH3:8])[C:6](=[O:9])[CH2:5][C@@H:4]1[C:10]1[CH:15]=[CH:14][CH:13]=[CH:12][CH:11]=1. Procedure details: (4R,5R)-5-[(1S)-Hydroxy(5-phenyl(2-thienyl))methyl]-1-methyl-4-phenyl-pyrrolidin-2-one was prepared from Intermediate Z and 2-bromo-5-phenylthiophene by a method analogous to that described for Example 6, then separated using the HPLC Separation B apparatus.